describe an organic reaction: reactants, conditions, products, and yield From a dataset of the Open Reaction Database (ORD), a public repository of structured organic reaction records. Reactants: CCOP(=O)(CP(=O)(OCC)OCC)OCC, CN(C)C=O, [H-], [Na+], O, COc1cc(COc2cc(C=O)n(-c3ccccc3)n2)ccc1OCc1nc(-c2ccco2)oc1C. Yields the product CCOP(=O)(C=Cc1cc(OCc2ccc(OCc3nc(-c4ccco4)oc3C)c(OC)c2)nn1-c1ccccc1)OCC. RXN SMILES: [CH2:37]([P:38](=[O:39])([O:40][CH2:41][CH3:42])[O:43][CH2:44][CH3:45])[P:46]([O:47][CH2:48][CH3:49])([O:50][CH2:51][CH3:52])=[O:53].[CH3:54][N:55]([CH3:56])[CH:57]=[O:58].[H-:59].[Na+:60].[OH2:61].[o:1]1[c:2](-[c:6]2[o:7][c:8]([CH3:36])[c:9]([CH2:11][O:12][c:13]3[c:14]([O:34][CH3:35])[cH:15][c:16]([CH2:17][O:18][c:19]4[n:20][n:21](-[c:26]5[cH:27][cH:28][cH:29][cH:30][cH:31]5)[c:22]([CH:24]=[O:25])[cH:23]4)[cH:32][cH:33]3)[n:10]2)[cH:3][cH:4][cH:5]1>>[o:1]1[c:2](-[c:6]2[o:7][c:8]([CH3:36])[c:9]([CH2:11][O:12][c:13]3[c:14]([O:34][CH3:35])[cH:15][c:16]([CH2:17][O:18][c:19]4[n:20][n:21](-[c:26]5[cH:27][cH:28][cH:29][cH:30][cH:31]5)[c:22]([CH:24]=[CH:37][P:46]([O:47][CH2:48][CH3:49])([O:50][CH2:51][CH3:52])=[O:53])[cH:23]4)[cH:32][cH:33]3)[n:10]2)[cH:3][cH:4][cH:5]1. Starting materials: C(CCC)[Li] (n-butyl lithium), CO (methanol), CS(=O)(=O)C1=NC(=C(C(=N1)S(=O)(=O)C)C1=CC=C(C=C1)Cl)C1=C(C=C(C=C1)Cl)Cl (2,4-Bis(methylsulfonyl)-5-[4-chlorophenyl]-6-[2,4-dichlorophenyl]pyrimidine), CS(=O)(=O)C1=NC(=C(C(=N1)S(=O)(=O)C)C1=CC=C(C=C1)Cl)C1=C(C=C(C=C1)Cl)Cl (2,4-bis(methylsulfonyl)-5-[4-chlorophenyl]-6-[2,4dichlorophenyl]pyrimidine). The product is CS(=O)(=O)C1=NC(=C(C(=N1)OC)C1=CC=C(C=C1)Cl)C1=C(C=C(C=C1)Cl)Cl (2-(methylsulfonyl)-4-methoxy-5-(4-chlorophenyl)-6-(2,4-dichlorophenyl)pyrimidine), COC1=NC(=C(C(=N1)S(=O)(=O)C)C1=CC=C(C=C1)Cl)C1=C(C=C(C=C1)Cl)Cl (2-methoxy-4-(methylsulfonyl)-5-(4-chlorophenyl)-6-(2,4-dichloro-phenyl)pyrimidine). As a reaction SMILES: [CH3:1][S:2]([C:5]1[N:10]=[C:9]([S:11]([CH3:14])(=[O:13])=[O:12])[C:8]([C:15]2[CH:20]=[CH:19][C:18]([Cl:21])=[CH:17][CH:16]=2)=[C:7]([C:22]2[CH:27]=[CH:26][C:25]([Cl:28])=[CH:24][C:23]=2[Cl:29])[N:6]=1)(=[O:4])=[O:3].C([Li])CCC.[CH3:35][OH:36]>>[CH3:1][S:2]([C:5]1[N:10]=[C:9]([O:36][CH3:35])[C:8]([C:15]2[CH:20]=[CH:19][C:18]([Cl:21])=[CH:17][CH:16]=2)=[C:7]([C:22]2[CH:27]=[CH:26][C:25]([Cl:28])=[CH:24][C:23]=2[Cl:29])[N:6]=1)(=[O:4])=[O:3].[CH3:35][O:36][C:5]1[N:10]=[C:9]([S:11]([CH3:14])(=[O:13])=[O:12])[C:8]([C:15]2[CH:20]=[CH:19][C:18]([Cl:21])=[CH:17][CH:16]=2)=[C:7]([C:22]2[CH:27]=[CH:26][C:25]([Cl:28])=[CH:24][C:23]=2[Cl:29])[N:6]=1. Reported procedure: 2,4-Bis(methylsulfonyl)-5-[4-chlorophenyl]-6-[2,4-dichlorophenyl]pyrimidine from Reference Example 5 (2.0 g, 4.1 mmol) was reacted with 1.0 equivalent each of n-butyl lithium and methanol by the procedure described in Reference Example 6 and 7 to afford 2-(methylsulfonyl)-4-methoxy-5-(4-chlorophenyl)-6-(2,4-dichlorophenyl)pyrimidine and 2-methoxy-4-(methylsulfonyl)-5-(4-chlorophenyl)-6-(2,4-dichloro-phenyl)pyrimidine as a mixture: HPLC/MS: m/e=443 (M++1); Rt=3.57-3.89 min. The reactants are CCOP(OCC)C(O)c1cccc(Br)c1, CCN(CC)S(F)(F)F, ClCCl, O. Yields the product CCOP(OCC)C(F)c1cccc(Br)c1. RXN SMILES: [CH2:1]([CH3:2])[O:3][P:4]([O:5][CH2:6][CH3:7])[CH:8]([OH:9])[c:10]1[cH:11][c:12]([Br:16])[cH:13][cH:14][cH:15]1.[CH2:20]([N:21]([S:22]([F:23])([F:24])[F:26])[CH2:25][CH3:27])[CH3:28].[Cl:17][CH2:18][Cl:19].[OH2:29]>>[CH2:1]([CH3:2])[O:3][P:4]([O:5][CH2:6][CH3:7])[CH:8]([c:10]1[cH:11][c:12]([Br:16])[cH:13][cH:14][cH:15]1)[F:26]. Reactants: ClC(Cl)Cl, Cc1ccc(C)c(C(=O)CSc2cccc[n+]2[O-])c1, O=C(OO)c1cccc(Cl)c1. As a reaction SMILES: [CH:31]([Cl:32])([Cl:33])[Cl:34].[O:1]=[C:2]([CH2:3][S:4][c:5]1[n+:6]([O-:11])[cH:7][cH:8][cH:9][cH:10]1)[c:12]1[c:13]([CH3:19])[cH:14][cH:15][c:16]([CH3:18])[cH:17]1.[OH:20][O:21][C:22]([c:23]1[cH:24][c:25]([Cl:26])[cH:27][cH:28][cH:29]1)=[O:30]>>[O:1]=[C:2]([CH2:3][S:4]([c:5]1[n+:6]([O-:11])[cH:7][cH:8][cH:9][cH:10]1)=[O:20])[c:12]1[c:13]([CH3:19])[cH:14][cH:15][c:16]([CH3:18])[cH:17]1. Product: Cc1ccc(C)c(C(=O)CS(=O)c2cccc[n+]2[O-])c1. Starting materials: BrC=1C(=NC=C(C(=O)NC2=CC=C(C=C2)OC(F)(F)F)C1)N1C[C@](CC1)(C)O ((R)-5-bromo-6-(3-hydroxy-3-methylpyrrolidin-1-yl)-N-(4-(trifluoromethoxy)phenyl)nicotinamide), N1N=C(C=C1)B(O)O ((1H-pyrazol-3-yl)boronic acid), formic acid-H. The solvent is CCCCCCC.CCO.CO (n-heptane EtOH MeOH). Product: O[C@]1(CN(CC1)C1=NC=C(C(=O)NC2=CC=C(C=C2)OC(F)(F)F)C=C1C1=CC=NN1)C ((R)-6-(3-Hydroxy-3-methylpyrrolidin-1-yl)-5-(1H-pyrazol-5-yl)-N-(4-(trifluoromethoxy)phenyl)nicotinamide). As a reaction SMILES: Br[C:2]1[C:3]([N:22]2[CH2:26][CH2:25][C@:24]([OH:28])([CH3:27])[CH2:23]2)=[N:4][CH:5]=[C:6]([CH:21]=1)[C:7]([NH:9][C:10]1[CH:15]=[CH:14][C:13]([O:16][C:17]([F:20])([F:19])[F:18])=[CH:12][CH:11]=1)=[O:8].[NH:29]1[CH:33]=[CH:32][C:31](B(O)O)=[N:30]1>CCCCCCC.CCO.CO>[OH:28][C@:24]1([CH3:27])[CH2:25][CH2:26][N:22]([C:3]2[C:2]([C:31]3[NH:30][N:29]=[CH:33][CH:32]=3)=[CH:21][C:6]([C:7]([NH:9][C:10]3[CH:15]=[CH:14][C:13]([O:16][C:17]([F:20])([F:19])[F:18])=[CH:12][CH:11]=3)=[O:8])=[CH:5][N:4]=2)[CH2:23]1 |f:2.3.4|. Procedure: The title compound was prepared in an analogous fashion to that described in Example 15 using (R)-5-bromo-6-(3-hydroxy-3-methylpyrrolidin-1-yl)-N-(4-(trifluoromethoxy)phenyl)nicotinamide (Stage 14.1) and (1H-pyrazol-3-yl)boronic acid to afford a white solid. HPLC Chiral (CHIRALCEL® OD-H, 250×4.6 mm, eluent: n-heptane/EtOH/MeOH (80:12:8), 1 mL/min, UV 210 nm) tR=5.49 min, UPLC-MS (Condition 3) tR=0.93 min, m/z=448.3 [M+H]+, m/z=446.1 [M−H]−, 492.1 [M+formic acid-H]−; 1H-NMR (400 MHz, DMSO-d6) δ p...